describe an organic reaction: reactants, conditions, products, and yield From a dataset of the Open Reaction Database (ORD), a public repository of structured organic reaction records. The reactants are ClC1=CC=C(C(=N1)NC1=NNC(=C1)C1CC1)[N+](=O)[O-] (6-chloro-N-(5-cyclopropyl-1H-pyrazol-3-yl)-3-nitropyridin-2-amine), ClC1=CC=C(C(=N1)NC1=NNC(=C1)C1CC1)[N+](=O)[O-] (6-chloro-N-(5-cyclopropyl-1H-pyrazol-3-yl)-3-nitropyridin-2-amine), Cl.FC=1C=NC(=NC1)[C@H](C)N ([(1S)-1-(5-fluoropyrimidin-2-yl)ethyl]amine hydrochloride), Cl.FC=1C=NC(=NC1)[C@H](C)N ([(1S)-1-(5-fluoropyrimidin-2-yl)ethyl]amine hydrochloride), C(C)(C)N(CC)C(C)C (diisopropylethylamine). The solvent is CCCCO (n-BuOH), C(C)(=O)OCC (ethyl acetate). Run at temperature 70 celsius, time 4 hour. The product is C1(CC1)C1=CC(=NN1)NC1=NC(=CC=C1[N+](=O)[O-])N[C@@H](C)C1=NC=C(C=N1)F (N2-(5-Cyclopropyl-1H-pyrazol-3-yl)-N6-[(1S)-1-(5-fluoropyrimidin-2-yl)ethyl]-3-nitropyridine-2,6-diamine). The yield is 72.8%. RXN SMILES: Cl[C:2]1[N:7]=[C:6]([NH:8][C:9]2[CH:13]=[C:12]([CH:14]3[CH2:16][CH2:15]3)[NH:11][N:10]=2)[C:5]([N+:17]([O-:19])=[O:18])=[CH:4][CH:3]=1.Cl.[F:21][C:22]1[CH:23]=[N:24][C:25]([C@@H:28]([NH2:30])[CH3:29])=[N:26][CH:27]=1.C(N(C(C)C)CC)(C)C>CCCCO.C(OCC)(=O)C>[CH:14]1([C:12]2[NH:11][N:10]=[C:9]([NH:8][C:6]3[C:5]([N+:17]([O-:19])=[O:18])=[CH:4][CH:3]=[C:2]([NH:30][C@H:28]([C:25]4[N:26]=[CH:27][C:22]([F:21])=[CH:23][N:24]=4)[CH3:29])[N:7]=3)[CH:13]=2)[CH2:16][CH2:15]1 |f:1.2|. Procedure details: A mixture of 6-chloro-N-(5-cyclopropyl-1H-pyrazol-3-yl)-3-nitropyridin-2-amine (Intermediate 9, 0.5 g) and [(1S)-1-(5-fluoropyrimidin-2-yl)ethyl]amine hydrochloride (Intermediate 15, 0.35 g) in n-BuOH (10 mL) with diisopropylethylamine (1 mL) was stirred at 70° C. for 4 hours. The resulting mixture was diluted with ethyl acetate (20 mL), and washed with brine (10 mL×3). The organic layer was dried and concentrated. The resulting residue was separated by silica gel column (Hexane/Ethyl acetate) t...